Dataset: the Open Reaction Database (ORD), a public repository of structured organic reaction records. Task: describe an organic reaction: reactants, conditions, products, and yield The reactants are Cc1ccccc1, OC1CCOc2cc(F)ccc21, O, Cc1ccc(S(=O)(=O)O)cc1. Product: Fc1ccc2c(c1)OCC=C2. As a reaction SMILES: [CH3:25][c:26]1[cH:27][cH:28][cH:29][cH:30][cH:31]1.[F:1][c:2]1[cH:3][c:4]2[c:5]([cH:11][cH:12]1)[CH:6]([OH:10])[CH2:7][CH2:8][O:9]2.[OH2:24].[c:13]1([CH3:14])[cH:15][cH:16][c:17]([S:18]([OH:19])(=[O:20])=[O:21])[cH:22][cH:23]1>>[F:1][c:2]1[cH:3][c:4]2[c:5]([cH:11][cH:12]1)[CH:6]=[CH:7][CH2:8][O:9]2.